Dataset: the Open Reaction Database (ORD), a public repository of structured organic reaction records. Task: describe an organic reaction: reactants, conditions, products, and yield As a reaction SMILES: [C:1]([C:6]1[C:10]([O:11][C:12]([F:17])([F:16])[CH:13]([Cl:15])[F:14])=[CH:9][N:8]([C:18]2[C:23]([Cl:24])=[CH:22][C:21]([C:25]([F:28])([F:27])[F:26])=[CH:20][C:19]=2[Cl:29])[N:7]=1)([O:3]CC)=[O:2].[OH-].[Na+].CO.Cl>O>[C:1]([C:6]1[C:10]([O:11][C:12]([F:16])([F:17])[CH:13]([Cl:15])[F:14])=[CH:9][N:8]([C:18]2[C:23]([Cl:24])=[CH:22][C:21]([C:25]([F:26])([F:28])[F:27])=[CH:20][C:19]=2[Cl:29])[N:7]=1)([OH:3])=[O:2] |f:1.2|. Procedure details: A mixture of (RS)-3-carboethoxy-4-(2-chloro-1,1,2-trifluoroethoxy)-1-(2,6-dichloro-4-trifluoromethylphenyl)pyrazole 5 (0.95 g), aqueous sodium hydroxide solution (2M; 20 ml) and methanol (20 ml) was stirred at room temperature for 20 hours. The solution was acidified with hydrochloric acid (2M), diluted with water (50 ml) and extracted with ether (2×30 ml). The combined extracts were dried over magnesium sulfate and evaporated to give (RS)-3-carboxy-4-(2-chloro-1,1,2-trifluoroethoxy)-1-(2,6-dich... The product is C(=O)(O)C1=NN(C=C1OC(C(F)Cl)(F)F)C1=C(C=C(C=C1Cl)C(F)(F)F)Cl ((RS)-3-carboxy-4-(2-chloro-1,1,2-trifluoroethoxy)-1-(2,6-dichloro-4-trifluoromethylphenyl)pyrazole). The yield is 78.2%. Reaction conditions: time 20 hour. The reactants are C(=O)(OCC)C1=NN(C=C1OC(C(F)Cl)(F)F)C1=C(C=C(C=C1Cl)C(F)(F)F)Cl ((RS)-3-carboethoxy-4-(2-chloro-1,1,2-trifluoroethoxy)-1-(2,6-dichloro-4-trifluoromethylphenyl)pyrazole), [OH-].[Na+] (sodium hydroxide), CO (methanol), Cl (hydrochloric acid). Run in O (water). Reactants: OCC1=CC2=C(SC(=C2C)C(=O)O)C=C1 (5-Hydroxymethyl-3-methylbenzo[b]thiophene-2-carboxylic acid), CO (methanol), Cl (hydrogen chloride). Product: COC(=O)C1=C(C2=C(S1)C=CC(=C2)CCl)C (5-Chloromethyl-3-methylbenzo[b]thiophene-2-carboxylic acid methyl ester). Reaction SMILES: O[CH2:2][C:3]1[CH:15]=[CH:14][C:6]2[S:7][C:8]([C:11]([OH:13])=[O:12])=[C:9]([CH3:10])[C:5]=2[CH:4]=1.[ClH:16].[CH3:17]O>>[CH3:17][O:13][C:11]([C:8]1[S:7][C:6]2[CH:14]=[CH:15][C:3]([CH2:2][Cl:16])=[CH:4][C:5]=2[C:9]=1[CH3:10])=[O:12]. Reported procedure: 5-Hydroxymethyl-3-methylbenzo[b]thiophene-2-carboxylic acid (4.4 g.) was dissolved in methanol (150 ml.) and the solution was saturated with hydrogen chloride gas. It was then heated under reflux for 4 hours and cooled. The solid which crystallized out was filtered off and dried. The product (3.54 g.) was shown by n.m.r. to consist of a mixture of 5-chloromethyl-3-methylbenzo[b]thiophene-2-carboxylic acid methyl ester (65%) and 5-methoxymethyl-3-methylbenzo[b]thiophene-2-carboxylic acid methyl e...